From a dataset of the Open Reaction Database (ORD), a public repository of structured organic reaction records. describe an organic reaction: reactants, conditions, products, and yield Procedure: A solution of 10 g (45 mmol) of 1-bromo-2-methylnaphthalene in 75 mL of THF was refluxed with 1.2 g (50 mmol) of magnesium turnings for three hours. The reaction was cooled on ice and 4.8 mL (43 mmol) of benzaldehyde was added. The ice was removed, the reaction was stirred 45 minutes and quenched with 5 mL of 1N HCl followed by 50 mL of water. The reaction was extracted into ethyl acetate, dried over sodium sulfate and flash chromatographed through silica gel with 5-10% ethyl acetate in hexane t... The yield is 78.7%. RXN SMILES: Br[C:2]1[C:11]2[C:6](=[CH:7][CH:8]=[CH:9][CH:10]=2)[CH:5]=[CH:4][C:3]=1[CH3:12].[Mg].[CH:14](=[O:21])[C:15]1[CH:20]=[CH:19][CH:18]=[CH:17][CH:16]=1>C1COCC1>[CH3:12][C:3]1[CH:4]=[CH:5][C:6]2[C:11](=[CH:10][CH:9]=[CH:8][CH:7]=2)[C:2]=1[CH:14]([C:15]1[CH:20]=[CH:19][CH:18]=[CH:17][CH:16]=1)[OH:21]. Reaction conditions: time 45 minute. Product: CC1=C(C2=CC=CC=C2C=C1)C(O)C1=CC=CC=C1 (2-methyl-a-phenyl-1-naphthalenemethanol). The solvent is C1CCOC1 (THF). Reactants: BrC1=C(C=CC2=CC=CC=C12)C (1-bromo-2-methylnaphthalene), [Mg] (magnesium), C(C1=CC=CC=C1)=O (benzaldehyde). The reactants are C1(=CC=CC=C1)C=1NC=CC1 (phenylpyrrole), S(=O)(=O)(C1=CC=C(C)C=C1)N[C@@H](C)C(=O)OC1=CNC(=C1)C1=CC=C(C=C1)Cl (3-(N-tosyl-L-alaninyloxy)-5-(p-chlorophenyl)pyrrole). Run in CC(=O)C (acetone). The product is C(CCCCCCCCCCC)O (dodecanol). Reaction SMILES: [C:1]1([C:7]2N[CH:9]=[CH:10][CH:11]=2)[CH:6]=[CH:5][CH:4]=[CH:3][CH:2]=1.S(N[C@H:23]([C:25](OC1C=C(C2C=CC(Cl)=CC=2)NC=1)=[O:26])C)(C1C=CC(C)=CC=1)(=O)=O>CC(C)=O>[CH2:25]([OH:26])[CH2:23][CH2:9][CH2:10][CH2:11][CH2:7][CH2:1][CH2:6][CH2:5][CH2:4][CH2:3][CH3:2]. Procedure: Test devices were prepared as in Experiment 7.3.3 except that the acetone solution contained, in place of the phenylpyrrole, 1.3 mM 3-(N-tosyl-L-alaninyloxy)-5-(p-chlorophenyl)pyrrole. Procedure details: To a solution of A-7 (4-(2-(4-methoxyphenyl)acetyl)-3-methylbenzonitrile) (19 g, 71.6 mmol) in anhydrous tetrahydrofuran (200 mL) was added dropwise lithium hexamethyldisilazide (LiHMDS) (86 mL, 1 mol/L in THF) at −78° C. under nitrogen, and the reaction mixture was stirred at −78° C. for 30 min. A solution of 3-bromo-propene (10.4 g, 86 mmol) in anhydrous tetrahydrofuran (70 mL) was added dropwise into the mixture, and the resulting mixture was warmed to room temperature and stirred overnight. ... The product is COC1=CC=C(C=C1)C(C(=O)C1=C(C=C(C#N)C=C1)C)CC=C (4-(2-(4-methoxyphenyl)pent-4-enoyl)-3-methylbenzonitrile). Starting materials: COC1=CC=C(C=C1)CC(=O)C1=C(C=C(C#N)C=C1)C (4-(2-(4-methoxyphenyl)acetyl)-3-methylbenzonitrile), C[Si]([N-][Si](C)(C)C)(C)C.[Li+] (lithium hexamethyldisilazide), BrCC=C (3-bromo-propene). As a reaction SMILES: [CH3:1][O:2][C:3]1[CH:8]=[CH:7][C:6]([CH2:9][C:10]([C:12]2[CH:19]=[CH:18][C:15]([C:16]#[N:17])=[CH:14][C:13]=2[CH3:20])=[O:11])=[CH:5][CH:4]=1.C[Si](C)(C)[N-][Si](C)(C)C.[Li+].Br[CH2:32][CH:33]=[CH2:34]>O1CCCC1>[CH3:1][O:2][C:3]1[CH:4]=[CH:5][C:6]([CH:9]([CH2:34][CH:33]=[CH2:32])[C:10]([C:12]2[CH:19]=[CH:18][C:15]([C:16]#[N:17])=[CH:14][C:13]=2[CH3:20])=[O:11])=[CH:7][CH:8]=1 |f:1.2|. Run in O1CCCC1 (tetrahydrofuran), O1CCCC1 (tetrahydrofuran). Isolated yield 35.2%. Conditions: temperature -78 celsius, time 30 minute. The reactants are FC1=C(C=C(C=C1)OC)C1=C(C=C(C=N1)O)CC(C)(C)C (6-(2-fluoro-5-methoxyphenyl)-5-neopentylpyridin-3-ol), C1(CC1)C(CC(=O)OCC)C1=CC(=CC=C1)CO (ethyl 3-cyclopropyl-3-(3-(hydroxymethyl)phenyl)propanoate), C1(=CC=CC=C1)P(C1=CC=CC=C1)C1=CC=CC=C1 (triphenylphosphine), solution, N(=NC(=O)OCC)C(=O)OCC (diethyl azodicarboxylate). The solvent is C1CCOC1 (THF), C1(=CC=CC=C1)C (toluene). Run at time 14 hour. Yields the product C1(CC1)C(CC(=O)OCC)C1=CC(=CC=C1)COC=1C=NC(=C(C1)CC(C)(C)C)C1=C(C=CC(=C1)OC)F (ethyl 3-cyclopropyl-3-(3-(((6-(2-fluoro-5-methoxyphenyl)-5-neopentylpyridin-3-yl)oxy)methyl)phenyl)propanoate). Yield: 47.0%. RXN SMILES: [F:1][C:2]1[CH:7]=[CH:6][C:5]([O:8][CH3:9])=[CH:4][C:3]=1[C:10]1[N:15]=[CH:14][C:13]([OH:16])=[CH:12][C:11]=1[CH2:17][C:18]([CH3:21])([CH3:20])[CH3:19].[CH:22]1([CH:25]([C:32]2[CH:37]=[CH:36][CH:35]=[C:34]([CH2:38]O)[CH:33]=2)[CH2:26][C:27]([O:29][CH2:30][CH3:31])=[O:28])[CH2:24][CH2:23]1.C1(P(C2C=CC=CC=2)C2C=CC=CC=2)C=CC=CC=1.N(C(OCC)=O)=NC(OCC)=O>C1COCC1.C1(C)C=CC=CC=1>[CH:22]1([CH:25]([C:32]2[CH:37]=[CH:36][CH:35]=[C:34]([CH2:38][O:16][C:13]3[CH:14]=[N:15][C:10]([C:3]4[CH:4]=[C:5]([O:8][CH3:9])[CH:6]=[CH:7][C:2]=4[F:1])=[C:11]([CH2:17][C:18]([CH3:21])([CH3:20])[CH3:19])[CH:12]=3)[CH:33]=2)[CH2:26][C:27]([O:29][CH2:30][CH3:31])=[O:28])[CH2:24][CH2:23]1. Reported procedure: Under a nitrogen atmosphere, to a solution of 6-(2-fluoro-5-methoxyphenyl)-5-neopentylpyridin-3-ol (300 mg), ethyl 3-cyclopropyl-3-(3-(hydroxymethyl)phenyl)propanoate (257 mg) and triphenylphosphine (554 mg) in THF (5.0 mL) was added a 40% solution of diethyl azodicarboxylate in toluene (943 μL) at room temperature, and the mixture was stirred for 14 hr. The solvent of the reaction mixture was evaporated under reduced pressure and the residue was purified by silica gel column chromatography (eth...